From a dataset of the Open Reaction Database (ORD), a public repository of structured organic reaction records. describe an organic reaction: reactants, conditions, products, and yield As a reaction SMILES: [CH3:1][CH:2]([C:12]([CH3:14])=[O:13])[C:3]([NH:5][C:6]1[CH:11]=[CH:10][CH:9]=[CH:8][CH:7]=1)=[S:4].[N+](=[CH2:17])=[N-]>>[CH3:17][O:13]/[C:12](/[CH3:14])=[C:2](/[CH3:1])\[C:3]([NH:5][C:6]1[CH:11]=[CH:10][CH:9]=[CH:8][CH:7]=1)=[S:4]. The reactants are CC(C(=S)NC1=CC=CC=C1)C(=O)C (2-methylthioacetoacetanilide), [N+](=[N-])=C (diazomethane). The product is CO\C(=C(/C(=S)NC1=CC=CC=C1)\C)\C (3-methoxy-2-methylthio-crotonanilide). Reported procedure: 2-methylthioacetoacetanilide [formed from α-chloroacetoacetanilide and sodium methylmercaptan] was reacted with diazomethane to obtain 3-methoxy-2-methylthio-crotonanilide melting at 155° C. Reactants: C(#N)C(C(=O)OCC)=CNC1=NC=CC=C1Cl (ethyl 2-cyano-3-(3-chloro-2-pyridylamino)acrylate), N1N=NN=C1C1=CN=C2N(C1=O)C=CC=C2 (3-(1H-tetrazol-5-yl)4H-pyrido[1,2-a]pyrimidin-4-one). The product is ClC1=CC=CN2C1=NC=C(C2=O)C2=NN=NN2 (9-Chloro-3-(1H-tetrazol-5-yl)-4H-pyrido[1,2-a]pyrimidin-4-one). Yield: 44.0%. As a reaction SMILES: [C:1]([C:3](=[CH:9][NH:10][C:11]1[C:16]([Cl:17])=[CH:15][CH:14]=[CH:13][N:12]=1)[C:4](OCC)=[O:5])#[N:2].[NH:18]1C(C2C(=O)N3C=CC=CC3=NC=2)=N[N:20]=[N:19]1>>[Cl:17][C:16]1[C:11]2=[N:10][CH:9]=[C:3]([C:1]3[NH:2][N:20]=[N:19][N:18]=3)[C:4](=[O:5])[N:12]2[CH:13]=[CH:14][CH:15]=1. Procedure: The title compound (m.p. 313°-315° with decomposition, 44% yield) was prepared from ethyl 2-cyano-3-(3-chloro-2-pyridylamino)acrylate in a manner similar to that described for the preparation of 3-(1H-tetrazol-5-yl)4H-pyrido[1,2-a]pyrimidin-4-one in Example 2 of U.S. Pat. No. 4,122,274. Reactants: N#CCCCc1ccc2ncc(C(=O)O)n2c1, [Cl-], O=C(Cl)C(=O)Cl, ClCCl, COC(=O)N1CC(c2nc(-c3ccc(C)c(N)c3)no2)C1, CN(C)C=O, c1ccncc1. The product is COC(=O)N1CC(c2nc(-c3ccc(C)c(NC(=O)c4cnc5ccc(CCCC#N)cn45)c3)no2)C1. Reaction SMILES: [C:1](#[N:2])[CH2:3][CH2:4][CH2:5][c:6]1[cH:7][cH:8][c:9]2[n:10]([cH:11]1)[c:12]([C:15](=[O:16])[OH:17])[cH:13][n:14]2.[Cl-:24].[Cl:18][C:19]([C:20]([Cl:21])=[O:22])=[O:23].[Cl:46][CH2:47][Cl:48].[NH2:25][c:26]1[cH:27][c:28](-[c:33]2[n:34][o:35][c:36]([CH:38]3[CH2:39][N:40]([C:42](=[O:43])[O:44][CH3:45])[CH2:41]3)[n:37]2)[cH:29][cH:30][c:31]1[CH3:32].[O:55]=[CH:56][N:57]([CH3:58])[CH3:59].[cH:49]1[cH:50][cH:51][n:52][cH:53][cH:54]1>>[C:1](#[N:2])[CH2:3][CH2:4][CH2:5][c:6]1[cH:7][cH:8][c:9]2[n:10]([cH:11]1)[c:12]([C:15](=[O:17])[NH:25][c:26]1[cH:27][c:28](-[c:33]3[n:34][o:35][c:36]([CH:38]4[CH2:39][N:40]([C:42](=[O:43])[O:44][CH3:45])[CH2:41]4)[n:37]3)[cH:29][cH:30][c:31]1[CH3:32])[cH:13][n:14]2. Starting materials: O=C1CCC(=O)N1Br, Nc1ncnc2[nH]cc(-c3cccc(OCc4ccccc4)c3)c12, CN(C)C=O. Yields the product Nc1ncnc2[nH]c(Br)c(-c3cccc(OCc4ccccc4)c3)c12. RXN SMILES: [Br:25][N:26]1[C:27](=[O:28])[CH2:29][CH2:30][C:31]1=[O:32].[CH2:1]([c:2]1[cH:3][cH:4][cH:5][cH:6][cH:7]1)[O:8][c:9]1[cH:10][c:11](-[c:15]2[cH:16][nH:17][c:18]3[n:19][cH:20][n:21][c:22]([NH2:24])[c:23]23)[cH:12][cH:13][cH:14]1.[CH3:33][N:34]([CH3:35])[CH:36]=[O:37]>>[CH2:1]([c:2]1[cH:3][cH:4][cH:5][cH:6][cH:7]1)[O:8][c:9]1[cH:10][c:11](-[c:15]2[c:16]([Br:25])[nH:17][c:18]3[n:19][cH:20][n:21][c:22]([NH2:24])[c:23]23)[cH:12][cH:13][cH:14]1. Starting materials: C(C1=CC=CC=C1)OC1=CC=C(C=C1)C=1OC(=C(N1)CC(=O)N1[C@@H](CCC1)C)C (2-[2-(4-Benzyloxy-phenyl)-5-methyl-oxazol-4-yl]-1-(2-(R)-methyl-pyrrolidin-1-yl)-ethanone), C(C1=CC=CC=C1)OC1=CC=C(C=C1)C=1OC(=C(N1)CC(=O)N1[C@@H](CCC1)C)C (2-[2-(4-Benzyloxy-phenyl)-5-methyl-oxazol-4-yl]-1-(2-(R)-methyl-pyrrolidin-1-yl)-ethanone), [H-].[Al+3].[Li+].[H-].[H-].[H-] (lithium aluminum hydride). The solvent is C1CCOC1 (THF), C1CCOC1 (THF). Conditions: time 3.5 hour. The product is C(C1=CC=CC=C1)OC1=CC=C(C=C1)C=1OC(=C(N1)CCN1[C@@H](CCC1)C)C (2-(4-Benzyloxy-phenyl)-5-methyl-4-[2-(2-(R)-methyl-pyrrolidin-1-yl)-ethyl]-oxazole). RXN SMILES: [CH2:1]([O:8][C:9]1[CH:14]=[CH:13][C:12]([C:15]2[O:16][C:17]([CH3:29])=[C:18]([CH2:20][C:21]([N:23]3[CH2:27][CH2:26][CH2:25][C@H:24]3[CH3:28])=O)[N:19]=2)=[CH:11][CH:10]=1)[C:2]1[CH:7]=[CH:6][CH:5]=[CH:4][CH:3]=1.[H-].[Al+3].[Li+].[H-].[H-].[H-]>C1COCC1>[CH2:1]([O:8][C:9]1[CH:10]=[CH:11][C:12]([C:15]2[O:16][C:17]([CH3:29])=[C:18]([CH2:20][CH2:21][N:23]3[CH2:27][CH2:26][CH2:25][C@H:24]3[CH3:28])[N:19]=2)=[CH:13][CH:14]=1)[C:2]1[CH:3]=[CH:4][CH:5]=[CH:6][CH:7]=1 |f:1.2.3.4.5.6|. Procedure: To a solution of 2-[2-(4-Benzyloxy-phenyl)-5-methyl-oxazol-4-yl]-1-(2-(R)-methyl-pyrrolidin-1-yl)-ethanone (See Intermediate 18) (0.62 g, 1.6 mmol) in THF (5 mL) at 0° C. is added a solution of lithium aluminum hydride in THF (1 M, 1.6 mL, 1.6 mmol). The cooling bath is removed, and the reaction mixture is allowed to warm to room temperature and stirred for 3.5 h. The reaction is quenched by the sequential addition of water (0.06 mL), 5 N NaOH (0.06 mL), and water (0.18 mL). The mixture is stirr... Reactants: BrC=1C=C(C=C(C1)C(F)(F)F)S(=O)(=O)N1C[C@H]2N(CC1)C[C@@H](C2)OC2=NC=C(N=C2)C2CC2 ((7R,8aS)-2-{[3-bromo-5-(trifluoromethyl)phenyl]sulfonyl}-7-[(5-cyclopropylpyrazin-2-yl)oxy]octahydropyrrolo[1,2-a]pyrazine), [Cu]C#N (copper(I) cyanide). The solvent is CN(C=O)C (N,N-dimethylformamide). Reaction conditions: temperature 130 celsius, time 16 hour. The product is C1(CC1)C=1N=CC(=NC1)O[C@@H]1C[C@@H]2N(CCN(C2)S(=O)(=O)C=2C=C(C#N)C=C(C2)C(F)(F)F)C1 (3-{[(7R,8aS)-7-[(5-cyclopropylpyrazin-2-yl)oxy]hexahydropyrrolo[1,2-a]-pyrazin-2(1H)-yl]sulfonyl}-5-(trifluoromethyl)benzonitrile). RXN SMILES: Br[C:2]1[CH:3]=[C:4]([S:12]([N:15]2[CH2:20][CH2:19][N:18]3[CH2:21][C@H:22]([O:24][C:25]4[CH:30]=[N:29][C:28]([CH:31]5[CH2:33][CH2:32]5)=[CH:27][N:26]=4)[CH2:23][C@H:17]3[CH2:16]2)(=[O:14])=[O:13])[CH:5]=[C:6]([C:8]([F:11])([F:10])[F:9])[CH:7]=1.[Cu][C:35]#[N:36]>CN(C)C=O>[CH:31]1([C:28]2[N:29]=[CH:30][C:25]([O:24][C@H:22]3[CH2:21][N:18]4[CH2:19][CH2:20][N:15]([S:12]([C:4]5[CH:3]=[C:2]([CH:7]=[C:6]([C:8]([F:10])([F:11])[F:9])[CH:5]=5)[C:35]#[N:36])(=[O:13])=[O:14])[CH2:16][C@@H:17]4[CH2:23]3)=[N:26][CH:27]=2)[CH2:32][CH2:33]1. Procedure: To a solution of the product from Example 64A (30 mg, 0.055 mmol) in N,N-dimethylformamide (0.3 mL) was added copper(I) cyanide (10 mg, 0.11 mmol), and the resulting mixture was stirred at 130° C. for 16 hours. The cooled mixture was partitioned between water and ethyl acetate (3×), and the combined organic layers were dried over Na2SO4, filtered and concentrated in vacuo. The crude product was purified by column chromatography on silica gel using a solvent gradient of 0-60% ethyl acetate in hex... The reactants are CC#N, [Cd], COC(OC)C(C)(Cl)CC(F)(Cl)C#N, [Hg]. The product is COC(OC)C(C)(Cl)CC(F)C#N. RXN SMILES: [CH3:16][C:17]#[N:18].[Cd:19].[Cl:1][C:2]([C:3]#[N:4])([CH2:5][C:6]([CH:7]([O:8][CH3:9])[O:10][CH3:11])([CH3:12])[Cl:13])[F:14].[Hg:15]>>[CH:2]([C:3]#[N:4])([CH2:5][C:6]([CH:7]([O:8][CH3:9])[O:10][CH3:11])([CH3:12])[Cl:13])[F:14]. Starting materials: C=O (Formaldehyde), CC1=C(C=CC(=C1)C)NC(=S)N (2,4-dimethyl-phenyl thiourea), CN(C=O)C (dimethylformamide), CN (Methylamine). The solvent is C(C)OCC (diethyl-ether). Reaction conditions: time 15 minute. Product: CC1=C(C=CC(=C1)C)N1C(NCN(C1)C)=S (1-(2,4-dimethylphenyl)-5-methyl-tetrahydro-s-triazin-2[1H]-thione). As a reaction SMILES: C=O.[CH3:3][C:4]1[CH:9]=[C:8]([CH3:10])[CH:7]=[CH:6][C:5]=1[NH:11][C:12]([NH2:14])=[S:13].CN.[CH3:17][N:18]([CH3:21])[CH:19]=O>C(OCC)C>[CH3:3][C:4]1[CH:9]=[C:8]([CH3:10])[CH:7]=[CH:6][C:5]=1[N:11]1[CH2:19][N:18]([CH3:21])[CH2:17][NH:14][C:12]1=[S:13]. Procedure: Formaldehyde (4.86 g, 37% solution, 30 mmole) was added to a solution of 2,4-dimethyl-phenyl thiourea (4.5 g, 24 mmole) in dimethylformamide (40 ml) and the solution was stirred for 15 minutes at room temperature. Methylamine (3.72 g, 30 mmole) was added dropwise with stirring and the mixture was heated under reflux at 100° C. for 4 hours. The solution was cooled and the solvent removed under vacuum to yield an oil. This was diluted with diethyl-ether and refrigerated to yield 1-(2,4-dimethylphe... Procedure: To a solution of α-isopropyl-α-methyl-2,5-dioxo-3-pyrroline-1-acetonitrile (50 g, 0.25 mol) in acetic acid (500 ml) heated at 75° C. is added bromine (40.76 g, 0.255 mol) in acetic acid (80 ml) dropwise with stirring. The reaction is maintained at 85° overnight and evaporated to a syrup, which is dissolved in methylene chloride (300 ml), is cooled to 5° C. to which triethylamine (34.78 ml) is added. After stirring for 2 hours the brown methylene chloride solution is diluted with ether and a whit... Reaction conditions: temperature 5 celsius. The reactants are C(C)(C)C(C#N)(N1C(C=CC1=O)=O)C (α-isopropyl-α-methyl-2,5-dioxo-3-pyrroline-1-acetonitrile), BrBr (bromine). Product: BrC=1C(N(C(C1)=O)C(C#N)(C)C(C)C)=O (3-Bromo-α-isopropyl-α-methyl-2,5-dioxo-3-pyrroline-1-acetonitrile). As a reaction SMILES: [CH:1]([C:4]([CH3:14])([N:7]1[C:11](=[O:12])[CH:10]=[CH:9][C:8]1=[O:13])[C:5]#[N:6])([CH3:3])[CH3:2].[Br:15]Br>C(O)(=O)C>[Br:15][C:9]1[C:8](=[O:13])[N:7]([C:4]([CH:1]([CH3:3])[CH3:2])([CH3:14])[C:5]#[N:6])[C:11](=[O:12])[CH:10]=1. The solvent is C(C)(=O)O (acetic acid), C(C)(=O)O (acetic acid). Starting materials: O=C(OO)c1cccc(Cl)c1, Clc1nccc2ccsc12, ClCCl. The product is [O-][n+]1ccc2ccsc2c1Cl. Reaction SMILES: [Cl:11][c:12]1[cH:13][cH:14][cH:15][c:16]([C:17]([O:18][OH:20])=[O:19])[cH:21]1.[Cl:1][c:2]1[n:3][cH:4][cH:5][c:6]2[c:7]1[s:8][cH:9][cH:10]2.[Cl:22][CH2:23][Cl:24]>>[Cl:1][c:2]1[n+:3]([O-:19])[cH:4][cH:5][c:6]2[c:7]1[s:8][cH:9][cH:10]2.